This data is from the Open Reaction Database (ORD), a public repository of structured organic reaction records. The task is: describe an organic reaction: reactants, conditions, products, and yield The reactants are CC(C)(OC(=O)NNC(=O)C=1NC=C(C(C1)=O)OCC1=CC=CC=C1)C (1,4-Dihydro-4-oxo-5-(phenylmethoxy)-2-pyridinecarboxylic acid, 2-[(1,1-dimethylethoxy)carbonyl]hydrazide), FC(C(=O)O)(F)F (trifluoroacetic acid). Run at time 1 hour. Yields the product O=C1C=C(NC=C1OCC1=CC=CC=C1)C(=O)NN (1,4-dihydro-4-oxo-5-(phenylmethoxy)-2-pyridinecarboxylic acid, hydrazide). Yield: 137.7%. As a reaction SMILES: CC(C)(OC([NH:7][NH:8][C:9]([C:11]1[NH:12][CH:13]=[C:14]([O:18][CH2:19][C:20]2[CH:25]=[CH:24][CH:23]=[CH:22][CH:21]=2)[C:15](=[O:17])[CH:16]=1)=[O:10])=O)C.FC(F)(F)C(O)=O>>[O:17]=[C:15]1[C:14]([O:18][CH2:19][C:20]2[CH:25]=[CH:24][CH:23]=[CH:22][CH:21]=2)=[CH:13][NH:12][C:11]([C:9]([NH:8][NH2:7])=[O:10])=[CH:16]1. Reported procedure: 1,4-Dihydro-4-oxo-5-(phenylmethoxy)-2-pyridinecarboxylic acid, 2-[(1,1-dimethylethoxy)carbonyl]hydrazide (69 g, 0.191 mol) was added at 0° C. to 370 ml of trifluoroacetic acid. The mixture was stirred for 1 hour at room temperature, then evaporated. The remaining syrup was treated with ether to yield 68.2 g of crude 1,4-dihydro-4-oxo-5-(phenylmethoxy)-2-pyridinecarboxylic acid, hydrazide, trifluoroacetate (1:2) salt as a solid. Starting materials: C(C)C1=NC=2C(=NC(=CC2C)C)N1 (2-Ethyl-5,7-dimethyl-3H-imidazo[4,5-b]pyridine), CN(C)C=O (DMF), O.[OH-].[Li+] (lithium hydroxide monohydrate), O (Water). Conditions: time 20 minute. The product is C(C)C1=NC=2C(=NC(=CC2C)C)N1CC1=CC=C(C=C1)[N+](=O)[O-] (2-ethyl-5,7-dimethyl-3-(4-nitrobenzyl)-3H-imidazo[4,5-b]pyridine). Isolated yield 79.1%. Reaction SMILES: [CH2:1]([C:3]1[NH:13][C:6]2=[N:7][C:8]([CH3:12])=[CH:9][C:10]([CH3:11])=[C:5]2[N:4]=1)[CH3:2].[OH2:14].[OH-:15].[Li+].O.C[N:19]([CH:21]=O)C>>[CH2:1]([C:3]1[N:13]([CH2:11][C:10]2[CH:9]=[CH:8][C:21]([N+:19]([O-:15])=[O:14])=[CH:6][CH:5]=2)[C:6]2=[N:7][C:8]([CH3:12])=[CH:9][C:10]([CH3:11])=[C:5]2[N:4]=1)[CH3:2] |f:1.2.3|. Procedure: 2-Ethyl-5,7-dimethyl-3H-imidazo[4,5-b]pyridine (U.S. Pat. No. 5,424,432) (3.50 g, 20.0 mmol) was dissolved in DMF (67 mL), and lithium hydroxide monohydrate (1.26 g, 30.0 mmol) was added thereto, followed by stirring at room temperature for 20 minutes. Then, p-nitorobenzylbromide (4.31 g, 20.0 mmol) was slowly added and stirred at room temperature for 30 minutes. Water (130 mL) was added to the reaction mixture and the precipitated crystals were collected by filtration, followed by washing with ... Reactants: COc1cccc(Cc2nc(Nc3ccc(-n4cnc(C)c4)c(OC)c3)nc3c2CN(C(=O)OC(C)(C)C)CC3)c1, ClCCl, O=C(O)C(F)(F)F. Yields the product COc1cccc(Cc2nc(Nc3ccc(-n4cnc(C)c4)c(OC)c3)nc3c2CNCC3)c1. As a reaction SMILES: [CH3:8][O:9][c:10]1[cH:11][c:12]([NH:22][c:23]2[n:24][c:25]([CH2:40][c:41]3[cH:42][c:43]([O:47][CH3:48])[cH:44][cH:45][cH:46]3)[c:26]3[c:27]([n:28]2)[CH2:29][CH2:30][N:31]([C:33]([O:34][C:35]([CH3:36])([CH3:37])[CH3:38])=[O:39])[CH2:32]3)[cH:13][cH:14][c:15]1-[n:16]1[cH:17][n:18][c:19]([CH3:21])[cH:20]1.[Cl:49][CH2:50][Cl:51].[OH:1][C:2]([C:3]([F:4])([F:5])[F:6])=[O:7]>>[CH3:8][O:9][c:10]1[cH:11][c:12]([NH:22][c:23]2[n:24][c:25]([CH2:40][c:41]3[cH:42][c:43]([O:47][CH3:48])[cH:44][cH:45][cH:46]3)[c:26]3[c:27]([n:28]2)[CH2:29][CH2:30][NH:31][CH2:32]3)[cH:13][cH:14][c:15]1-[n:16]1[cH:17][n:18][c:19]([CH3:21])[cH:20]1. Reactants: BrC1=CC=C(C=C1)[C@@H]1CN2[C@H](C3=CC(=CC=C13)OCCCN1CCCCC1)CCC2 (cis-6-(4-bromo-phenyl)-9-(3-piperidin-1-yl-propoxy)-1,2,3,5,6,10b-hexahydro-pyrrolo[2,1-a]isoquinoline), C(#N)[Cu] (CuCN). Run in CN(C)C=O (DMF). Run at temperature 150 celsius. Product: N1(CCCCC1)CCCOC1=CC=C2[C@@H](CN3[C@@H](C2=C1)CCC3)C3=CC=C(C#N)C=C3 (Trans-4-[9-(3-Piperidin-1-yl-propoxy)-1,2,3,5,6,10b-hexahydro-pyrrolo[2,1-a]isoquinolin-6-yl]-benzonitrile). RXN SMILES: Br[C:2]1[CH:7]=[CH:6][C:5]([C@H:8]2[C:17]3[C:12](=[CH:13][C:14]([O:18][CH2:19][CH2:20][CH2:21][N:22]4[CH2:27][CH2:26][CH2:25][CH2:24][CH2:23]4)=[CH:15][CH:16]=3)[C@@H:11]3[CH2:28][CH2:29][CH2:30][N:10]3[CH2:9]2)=[CH:4][CH:3]=1.[C:31]([Cu])#[N:32]>CN(C=O)C>[N:22]1([CH2:21][CH2:20][CH2:19][O:18][C:14]2[CH:13]=[C:12]3[C:17]([C@H:8]([C:5]4[CH:6]=[CH:7][C:2]([C:31]#[N:32])=[CH:3][CH:4]=4)[CH2:9][N:10]4[CH2:30][CH2:29][CH2:28][C@@H:11]43)=[CH:16][CH:15]=2)[CH2:27][CH2:26][CH2:25][CH2:24][CH2:23]1. Procedure details: To a sealed tube reaction vessel were added cis-6-(4-bromo-phenyl)-9-(3-piperidin-1-yl-propoxy)-1,2,3,5,6,10b-hexahydro-pyrrolo[2,1-a]isoquinoline (0.21 mmol), CuCN (5.2 equiv.), and DMF (1.7 M). The tube was purged with nitrogen, sealed, and heated at 150° C. overnight. The reaction mixture was cooled to rt, diluted with aqueous NaCN, and extracted with diethyl ether. The organic layer was washed with water, satd. aq. NaHCO3, and brine, dried (Na2CO3), and concentrated to give the crude product... Starting materials: O (Water), C(C)OC(=O)C1=C(C2=C(NC(C(N2)=O)=O)S1)CC (6-ethoxycarbonyl-7-ethylthieno[2,3-b]-pyrazine-2,3(1H,4H)-dione), [OH-].[Na+] (sodium hydroxide), Cl (hydrochloric acid). Run in O1CCCC1 (tetrahydrofuran). Run at temperature 0 celsius. Product: C(=O)(O)C1=C(C2=C(NC(C(N2)=O)=O)S1)CC (6-Carboxy-7-ethylthieno[2,3-b]pyrazine-2,3(1H,4H)-dione). The yield is 65.0%. RXN SMILES: C([O:3][C:4]([C:6]1[S:16][C:9]2[NH:10][C:11](=[O:15])[C:12](=[O:14])[NH:13][C:8]=2[C:7]=1[CH2:17][CH3:18])=[O:5])C.[OH-].[Na+].Cl.O>O1CCCC1>[C:4]([C:6]1[S:16][C:9]2[NH:10][C:11](=[O:15])[C:12](=[O:14])[NH:13][C:8]=2[C:7]=1[CH2:17][CH3:18])([OH:5])=[O:3] |f:1.2|. Procedure details: A mixture of 6-ethoxycarbonyl-7-ethylthieno[2,3-b]-pyrazine-2,3(1H,4H)-dione (24.5 g, 91 mmol) and sodium hydroxide (10.96 g, 274 mmol) in 50% aqueous tetrahydrofuran (340 ml) was heated at 50°-60° C. for 16 h. The reaction mixture was cooled to 0° C. and acidified (pH=2) with hydrochloric acid. Water (300 ml) was added, the precipitate filtered off, washed with water and dried. Purification was performed by dissolving in 2 M sodium hydroxide solution, extraction with dichloromethane and precipi... The reactants are C1(CC1)C1=C(C=O)C=CC(=N1)C(F)(F)F (2-Cyclopropyl-6-(trifluoromethyl)nicotinaldehyde), [N+](=O)([O-])C (nitromethane), Cl.CN (methylamine hydrochloride), C(C)(=O)[O-].[Na+] (sodium acetate). Reaction conditions: time 4 hour. Yields the product C1(CC1)C1=NC(=CC=C1\C=C\[N+](=O)[O-])C(F)(F)F ((E)-2-cyclopropyl-3-(2-nitrovinyl)-6-(trifluoromethyl)pyridine). Yield: 16.7%. Reaction SMILES: [CH:1]1([C:4]2[N:11]=[C:10]([C:12]([F:15])([F:14])[F:13])[CH:9]=[CH:8][C:5]=2[CH:6]=O)[CH2:3][CH2:2]1.[N+:16]([CH3:19])([O-:18])=[O:17].Cl.CN.C([O-])(=O)C.[Na+]>>[CH:1]1([C:4]2[C:5](/[CH:6]=[CH:19]/[N+:16]([O-:18])=[O:17])=[CH:8][CH:9]=[C:10]([C:12]([F:15])([F:14])[F:13])[N:11]=2)[CH2:3][CH2:2]1 |f:2.3,4.5|. Procedure: 2-Cyclopropyl-6-(trifluoromethyl)nicotinaldehyde (130 mg, 0.604 mmol) was diluted with nitromethane (229 μL, 4.23 mmol) followed by the addition of methylamine hydrochloride (24.5 mg, 0.363 mmol) and sodium acetate (29.7 mg, 0.363 mmol). After stirring for 4 hours, the reaction was loaded onto silica gel and eluted with 5% ethyl acetate/hexanes to 50% ethyl acetate/hexanes to yield (E)-2-cyclopropyl-3-(2-nitrovinyl)-6-(trifluoromethyl)pyridine (26 mg, 0.101 mmol, 16.7% yield). Reactants: 7-chloro-1,5-dihydro-2,4-benzodioxepin 4'6'-dimethyl-5'-methylene-3,2'-[1,3]dioxane, CC(C(C(O)C)=C)O (1,3-dimethyl-2-methylene-1,3-propanediol), ClC=1C=C(C(=CC1)CO)CO (4-chloro-o-xylylene glycol). The product is C=C(CO)CO (2-methylene-1,3-propanediol), C=1(C(=CC=CC1)CO)CO (o-xylylene glycol). As a reaction SMILES: C[CH:2]([OH:8])[C:3](=[CH2:7])[CH:4](C)[OH:5].Cl[C:10]1[CH:11]=[C:12]([CH2:18][OH:19])[C:13]([CH2:16][OH:17])=[CH:14][CH:15]=1>>[CH2:7]=[C:3]([CH2:2][OH:8])[CH2:4][OH:5].[C:12]1([CH2:18][OH:19])[C:13]([CH2:16][OH:17])=[CH:14][CH:15]=[CH:10][CH:11]=1. Reported procedure: Example 15 was repeated except for using 12.76 g (110 mmoles) of 1,3-dimethyl-2-methylene-1,3-propanediol and 8.62 g (50 mmoles) of 4-chloro-o-xylylene glycol, instead of 9.69 g (110 mmoles) of 2-methylene-1,3-propanediol and 6.91 g (50 mmoles) of o-xylylene glycol respectively, to obtain 8.34 g of spiro[7-chloro-1,5-dihydro-2,4-benzodioxepin-4'6'-dimethyl-5'-methylene-3,2'-[1,3]dioxane]. Reactants: C(=O)C1=NC2=CC=CC=C2C=C1 (2-formylquinoline), [Br-].C(CC)[P+](C1=CC=CC=C1)(C1=CC=CC=C1)C1=CC=CC=C1 (propyltriphenylphosphonium bromide), CC(C)([O-])C.[K+] (potassium tert-butoxide), O (water). Run in O1CCCC1 (tetrahydrofuran), C1(=CC=CC=C1)C (toluene), C1(=CC=CC=C1)C (toluene). Reaction conditions: time 15 minute. Product: N1=CC=CC2=CC=CC=C12 (Quinoline). As a reaction SMILES: [Br-].C([P+](C1C=CC=CC=1)(C1C=CC=CC=1)C1C=CC=CC=1)CC.CC(C)([O-])C.[K+].C([C:32]1[CH:41]=[CH:40][C:39]2[C:34](=[CH:35][CH:36]=[CH:37][CH:38]=2)[N:33]=1)=O.O>C1(C)C=CC=CC=1.O1CCCC1>[N:33]1[C:34]2[C:39](=[CH:38][CH:37]=[CH:36][CH:35]=2)[CH:40]=[CH:41][CH:32]=1 |f:0.1,2.3|. Procedure: 4.90 g (12.7 mmol) of propyltriphenylphosphonium bromide are suspended in 15 ml of anhydrous toluene at 0° C., in a dry round-bottomed flask equipped with a magnetic stirrer and a nitrogen inlet, and then 1.71 g (15.2 mmol) of potassium tert-butoxide (tBuOK) are added. After stirring for 15 minutes, a solution at 0° C. containing 1 g (6.36 mol) of 2-formylquinoline in 10 ml of anhydrous tetrahydrofuran is added. The reaction mixture is brought to the reflux temperature of toluene for 90 minutes,... Reactants: Fc1cccc(Cl)c1CCl, Nc1ncnc2nsnc12, N. Product: Fc1cccc(Cl)c1CNc1ncnc2nsnc12. RXN SMILES: [Cl:12][c:13]1[c:14]([CH2:15][Cl:16])[c:17]([F:21])[cH:18][cH:19][cH:20]1.[NH2:1][c:2]1[c:3]2[c:4]([n:5][cH:6][n:7]1)[n:8][s:9][n:10]2.[NH3:11]>>[NH:1]([c:2]1[c:3]2[c:4]([n:5][cH:6][n:7]1)[n:8][s:9][n:10]2)[CH2:15][c:14]1[c:13]([Cl:12])[cH:20][cH:19][cH:18][c:17]1[F:21]. Starting materials: CC1CN(c2ncc(CO)cc2Cl)CCN1c1nc2cc(C(F)(F)F)cc(Br)c2[nH]1, OB(O)c1ccc(C(F)(F)F)cc1. Product: CC1CN(c2ncc(CO)cc2Cl)CCN1c1nc2cc(C(F)(F)F)cc(-c3ccc(C(F)(F)F)cc3)c2[nH]1. Reaction SMILES: [Br:1][c:2]1[cH:3][c:4]([C:27]([F:28])([F:29])[F:30])[cH:5][c:6]2[c:7]1[nH:8][c:9]([N:11]1[CH:12]([CH3:26])[CH2:13][N:14]([c:17]3[c:18]([Cl:25])[cH:19][c:20]([CH2:23][OH:24])[cH:21][n:22]3)[CH2:15][CH2:16]1)[n:10]2.[F:31][C:32]([c:33]1[cH:34][cH:35][c:36]([B:39]([OH:40])[OH:41])[cH:37][cH:38]1)([F:42])[F:43]>>[c:2]1(-[c:36]2[cH:35][cH:34][c:33]([C:32]([F:31])([F:42])[F:43])[cH:38][cH:37]2)[cH:3][c:4]([C:27]([F:28])([F:29])[F:30])[cH:5][c:6]2[c:7]1[nH:8][c:9]([N:11]1[CH:12]([CH3:26])[CH2:13][N:14]([c:17]3[c:18]([Cl:25])[cH:19][c:20]([CH2:23][OH:24])[cH:21][n:22]3)[CH2:15][CH2:16]1)[n:10]2.